This data is from the Open Reaction Database (ORD), a public repository of structured organic reaction records. The task is: describe an organic reaction: reactants, conditions, products, and yield Starting materials: C(C1=CC=CC=C1)ONC(=O)C1=NC=C(C(=C1OCC1=CC=CC=C1)CO)C(=O)NCC1=CC(=C(C=C1)F)Cl (N2,3-bis(benzyloxy)-N5-(3-chloro-4-fluorobenzyl)-4-(hydroxymethyl)pyridine-2,5-dicarboxamide). The reagents and catalysts are [Pd] (Pd/C). Solvent: CO (methanol). Product: ClC=1C=C(CNC(=O)C=2C(=C(C(=NC2)C(=O)NO)O)CO)C=CC1F (N5-(3-chloro-4-fluorobenzyl)-N2,3-dihydroxy-4-(hydroxymethyl)pyridine-2,5-dicarboxamide). The yield is 12.3%. Reaction SMILES: C([O:8][NH:9][C:10]([C:12]1[C:17]([O:18]CC2C=CC=CC=2)=[C:16]([CH2:26][OH:27])[C:15]([C:28]([NH:30][CH2:31][C:32]2[CH:37]=[CH:36][C:35]([F:38])=[C:34]([Cl:39])[CH:33]=2)=[O:29])=[CH:14][N:13]=1)=[O:11])C1C=CC=CC=1>[Pd].CO>[Cl:39][C:34]1[CH:33]=[C:32]([CH:37]=[CH:36][C:35]=1[F:38])[CH2:31][NH:30][C:28]([C:15]1[C:16]([CH2:26][OH:27])=[C:17]([OH:18])[C:12]([C:10]([NH:9][OH:8])=[O:11])=[N:13][CH:14]=1)=[O:29]. Procedure: The product of example 13 (0.03 g, 0.330 mmol,) and 10% Pd/C catalyst (25 mg) were stirred in methanol (4.0 mL) under an atmosphere of hydrogen for 1 hour. The catalyst was filtered and the reaction mixture was concentrated under vacuum yielding 0.015 g of N5-(3-chloro-4-fluorobenzyl)-N2,3-dihydroxy-4-(hydroxymethyl)pyridine-2,5-dicarboxamide as a white solid; 1H-NMR (400 MHz, dmso): δ=13.01 (s, 1H), 12.0 (s, 1H), 9.51 (s 1H), 9.02 (t 1H), 8.11 (s, 1H), 7.60 (d 1H), 7.40 (m, 2H), 4.68 (s, 2H), 4... Reactants: [Li]CCCC, COc1ccc(C=O)cc1OC, CCCCCC, CCOC(C)=O, COc1cc(C(OC)OC)cc(OC)c1OC, C1CCOC1, O. The product is COc1ccc(C(O)c2c(C(OC)OC)cc(OC)c(OC)c2OC)cc1OC. RXN SMILES: [CH2:1]([Li:2])[CH2:3][CH2:4][CH3:5].[CH3:23][O:24][c:25]1[cH:26][cH:27][c:28]([CH:29]=[O:30])[cH:31][c:32]1[O:33][CH3:34].[CH3:36][CH2:37][CH2:38][CH2:39][CH2:40][CH3:41].[CH3:47][CH2:48][O:49][C:50](=[O:51])[CH3:52].[CH3:6][O:7][CH:8]([c:9]1[cH:10][c:11]([O:19][CH3:20])[c:12]([O:17][CH3:18])[c:13]([O:15][CH3:16])[cH:14]1)[O:21][CH3:22].[O:42]1[CH2:43][CH2:44][CH2:45][CH2:46]1.[OH2:35]>>[CH3:6][O:7][CH:8]([c:9]1[c:10]([CH:29]([c:28]2[cH:27][cH:26][c:25]([O:24][CH3:23])[c:32]([O:33][CH3:34])[cH:31]2)[OH:30])[c:11]([O:19][CH3:20])[c:12]([O:17][CH3:18])[c:13]([O:15][CH3:16])[cH:14]1)[O:21][CH3:22]. The reactants are ClCCl, COc1cc2ncnc(Nc3cccc(Cl)c3F)c2cc1OC1CC(C(=O)N(C)C)N(C(=O)OC(C)(C)C)C1, O=C(O)C(F)(F)F. Product: COc1cc2ncnc(Nc3cccc(Cl)c3F)c2cc1OC1CNC(C(=O)N(C)C)C1. As a reaction SMILES: [CH2:47]([Cl:48])[Cl:49].[Cl:8][c:9]1[c:10]([F:46])[c:11]([NH:12][c:13]2[n:14][cH:15][n:16][c:17]3[cH:18][c:19]([O:41][CH3:42])[c:20]([O:23][CH:24]4[CH2:25][CH:26]([C:36]([N:37]([CH3:38])[CH3:39])=[O:40])[N:27]([C:29]([O:30][C:31]([CH3:32])([CH3:33])[CH3:34])=[O:35])[CH2:28]4)[cH:21][c:22]23)[cH:43][cH:44][cH:45]1.[OH:1][C:2]([C:3]([F:4])([F:5])[F:6])=[O:7]>>[Cl:8][c:9]1[c:10]([F:46])[c:11]([NH:12][c:13]2[n:14][cH:15][n:16][c:17]3[cH:18][c:19]([O:41][CH3:42])[c:20]([O:23][CH:24]4[CH2:25][CH:26]([C:36]([N:37]([CH3:38])[CH3:39])=[O:40])[NH:27][CH2:28]4)[cH:21][c:22]23)[cH:43][cH:44][cH:45]1. Starting materials: C(C)(C)(C)OC(=O)N[C@H]1CN(CCC1O)C(=O)OCC1=CC=CC=C1 ((3S,SR)-benzyl 3-(tert-butoxycarbonylamino)-4-hydroxypiperidine-1-carboxylate), N1C=NC=C1 (imidazole), CC(C)(C)[Si](C)(C)Cl (TBDMSCl). Reagents/catalysts: CN(C)C=1C=CN=CC1 (DMAP). Run in ClCCl (dichloromethane), ClCCl (dichloromethane). Reaction conditions: time 20 hour. Product: C(C)(C)(C)OC(=O)N[C@H]1CN(CC[C@@H]1O[Si](C)(C)C(C)(C)C)C(=O)OCC1=CC=CC=C1 ((3S,4S)-benzyl 3-(tert-butoxycarbonylamino)-4-(tert-butyldimethylsilyloxy)piperidine-1-carboxylate). Reaction SMILES: [C:1]([O:5][C:6]([NH:8][C@@H:9]1[CH:14]([OH:15])[CH2:13][CH2:12][N:11]([C:16]([O:18][CH2:19][C:20]2[CH:25]=[CH:24][CH:23]=[CH:22][CH:21]=2)=[O:17])[CH2:10]1)=[O:7])([CH3:4])([CH3:3])[CH3:2].N1C=CN=C1.[CH3:31][C:32]([Si:35](Cl)([CH3:37])[CH3:36])([CH3:34])[CH3:33]>ClCCl.CN(C1C=CN=CC=1)C>[C:1]([O:5][C:6]([NH:8][C@@H:9]1[C@@H:14]([O:15][Si:35]([C:32]([CH3:34])([CH3:33])[CH3:31])([CH3:37])[CH3:36])[CH2:13][CH2:12][N:11]([C:16]([O:18][CH2:19][C:20]2[CH:25]=[CH:24][CH:23]=[CH:22][CH:21]=2)=[O:17])[CH2:10]1)=[O:7])([CH3:4])([CH3:2])[CH3:3]. Procedure details: To a solution of (3S,SR)-benzyl 3-(tert-butoxycarbonylamino)-4-hydroxypiperidine-1-carboxylate (1.0 equiv.) in dichloromethane (0.1 M solution) was added imidazole (1.1 equiv.), DMAP (0.1 equiv.), and TBDMSCl (1.1 equiv.) sequentially The reaction mixture was stirred at room temperature for 20 h. After worked up with dichloromethane, the crude material was purified by silica column chromatography (10% to 20% EtOAc in hexanes) yielding (3S,4S)-benzyl 3-(tert-butoxycarbonylamino)-4-(tert-butyldime... Reactants: COC=1C=C(C=CC1)NC(C)=O (N-(3-methoxyphenyl)acetamide), F[B-](F)(F)F.O=[N+]=O (nitronium tetrafluoroborate), O (water), F[B-](F)(F)F.O=[N+]=O (nitronium tetrafluoroborate). Solvent: C(C)#N (acetonitrile). Run at temperature 0 celsius. Yields the product COC=1C(=C(C=CC1)NC(C)=O)[N+](=O)[O-] (N-(3-Methoxy-2-nitrophenyl)acetamide). Reaction SMILES: [CH3:1][O:2][C:3]1[CH:4]=[C:5]([NH:9][C:10](=[O:12])[CH3:11])[CH:6]=[CH:7][CH:8]=1.F[B-](F)(F)F.[O:18]=[N+:19]=[O:20].O>C(#N)C>[CH3:1][O:2][C:3]1[C:4]([N+:19]([O-:20])=[O:18])=[C:5]([NH:9][C:10](=[O:12])[CH3:11])[CH:6]=[CH:7][CH:8]=1 |f:1.2|. Procedure: N-(3-methoxyphenyl)acetamide (14.23 g, 0.086 mol) was dissolved in acetonitrile (200 mL) and cooled to 0° C. Solid nitronium tetrafluoroborate (14.79 g, 0.106 mol) was added in four portions. The temperature rose to about 5° C. during each addition and was allowed to cool down to 0°0 C. between additions. After the last addition of nitronium tetrafluoroborate, water (200 mL) was added to the reaction mixture and the mixture was concentrated under reduced pressure to give approximately 200 mL of ... The reactants are O (H2O), [N+](=O)([O-])C=1C=C2CCC(NC2=CC1)=O (6-nitro-3,4-dihydroquinolin-2(1H)-one), Cl.ClCCN1CCCCC1 (1-(2-chloroethyl)piperidine hydrochloride), C([O-])([O-])=O.[K+].[K+] (potassium carbonate). Solvent: CN(C)C=O (DMF). Run at time 8 hour. Yields the product [N+](=O)([O-])C=1C=C2CCC(N(C2=CC1)CCN1CCCCC1)=O (6-nitro-1-(2-(piperidin-1-yl)ethyl)-3,4-dihydroquinolin-2(1H)-one). The yield is 88.8%. Reaction SMILES: [N+:1]([C:4]1[CH:5]=[C:6]2[C:11](=[CH:12][CH:13]=1)[NH:10][C:9](=[O:14])[CH2:8][CH2:7]2)([O-:3])=[O:2].Cl.Cl[CH2:17][CH2:18][N:19]1[CH2:24][CH2:23][CH2:22][CH2:21][CH2:20]1.C(=O)([O-])[O-].[K+].[K+].O>CN(C=O)C>[N+:1]([C:4]1[CH:5]=[C:6]2[C:11](=[CH:12][CH:13]=1)[N:10]([CH2:17][CH2:18][N:19]1[CH2:24][CH2:23][CH2:22][CH2:21][CH2:20]1)[C:9](=[O:14])[CH2:8][CH2:7]2)([O-:3])=[O:2] |f:1.2,3.4.5|. Procedure details: A suspension of 6-nitro-3,4-dihydroquinolin-2(1H)-one (400 mg, 2.08 mmol), 1-(2-chloroethyl)piperidine hydrochloride(421 mg, 2.29 mmol) and potassium carbonate(862 mg, 6.24 mmol) in 10 mL DMF was stirred at room temperature overnight. After this time, the mixture was poured into 20 mL H2O then extracted with 2×50 mL CH2Cl2. The organic layer was separated, washed with brine and concentrated to give a yellow brown solid which was subjected to flash chromatography on silica gel using 5% MeOH/CH2Cl... Starting materials: C1COCCO1, O=[Se]=O, Cc1cccnc1C. Yields the product Cc1cccnc1C=O. RXN SMILES: [CH2:12]1[O:13][CH2:14][CH2:15][O:16][CH2:17]1.[Se:9](=[O:10])=[O:11].[n:1]1[c:2]([CH3:8])[c:3]([CH3:7])[cH:4][cH:5][cH:6]1>>[n:1]1[c:2]([CH:8]=[O:10])[c:3]([CH3:7])[cH:4][cH:5][cH:6]1. The reactants are IC1=C(C=CC(=C1)C(C)(CC(C)(C)C)C)OCOC (2-iodo-1-(methoxymethoxy)-4-(2,4,4-trimethylpentan-2-yl)benzene), C(C)(C)(C)C=1C=CC=2NC3=CC=C(C=C3C2C1)C(C)(C)C (3,6-di-t-butylcarbazole), [O-]P(=O)([O-])[O-].[K+].[K+].[K+] (K3PO4), CNCCNC (N,N′-dimethylethylenediamine). The reagents and catalysts are [Cu]I (CuI). The solvent is C1(=CC=CC=C1)C (toluene), C1CCOC1 (THF). Yields the product C(C)(C)(C)C=1C=CC=2N(C3=CC=C(C=C3C2C1)C(C)(C)C)C1=C(C=CC(=C1)C(C)(CC(C)(C)C)C)OCOC (3,6-di-tert-butyl-9-(2-(methoxymethoxy)-5-(2,4,4-trimethylpentan-2-yl)phenyl)-9H-carbazole). RXN SMILES: I[C:2]1[CH:7]=[C:6]([C:8]([CH3:15])([CH2:10][C:11]([CH3:14])([CH3:13])[CH3:12])[CH3:9])[CH:5]=[CH:4][C:3]=1[O:16][CH2:17][O:18][CH3:19].[C:20]([C:24]1[CH:25]=[CH:26][C:27]2[NH:28][C:29]3[C:34]([C:35]=2[CH:36]=1)=[CH:33][C:32]([C:37]([CH3:40])([CH3:39])[CH3:38])=[CH:31][CH:30]=3)([CH3:23])([CH3:22])[CH3:21].[O-]P([O-])([O-])=O.[K+].[K+].[K+].CNCCNC>C1(C)C=CC=CC=1.C1COCC1.[Cu]I>[C:20]([C:24]1[CH:25]=[CH:26][C:27]2[N:28]([C:2]3[CH:7]=[C:6]([C:8]([CH3:15])([CH2:10][C:11]([CH3:14])([CH3:13])[CH3:12])[CH3:9])[CH:5]=[CH:4][C:3]=3[O:16][CH2:17][O:18][CH3:19])[C:29]3[C:34]([C:35]=2[CH:36]=1)=[CH:33][C:32]([C:37]([CH3:40])([CH3:39])[CH3:38])=[CH:31][CH:30]=3)([CH3:23])([CH3:22])[CH3:21] |f:2.3.4.5|. Procedure details: Heat a mixture of 4.96 g (13.18 mmol) of 2-iodo-1-(methoxymethoxy)-4-(2,4,4-trimethylpentan-2-yl)benzene (P3), Preparation 3; 3.68 g (13.18 mmol) of 3,6-di-t-butylcarbazole (P1), Preparation 1; 0.53 g (2.6 mmol) of CuI, 8.42 g (39.54 mmol) of K3PO4, and 0.63 g (4.13 mmol) of N,N′-dimethylethylenediamine in 25 mL of toluene under nitrogen atmosphere to reflux and reflux for 24 hours. Cool the reaction mixture, dilute it with 25 mL of THF, and filter to remove solid. Concentrate the filtrate to gi... The reactants are [Cl-].[NH4+] (ammonium chloride), ClC1=C(C(=O)Cl)C=CC(=C1)Cl (2,4-dichlorobenzoyl chloride). Reaction conditions: temperature 230 celsius. Product: ClC1=C(C#N)C=CC(=C1)Cl (2,4-dichlorobenzonitrile). The yield is 699.5%. Reaction SMILES: [Cl-].[NH4+:2].[Cl:3][C:4]1[CH:12]=[C:11]([Cl:13])[CH:10]=[CH:9][C:5]=1[C:6](Cl)=O>>[Cl:3][C:4]1[CH:12]=[C:11]([Cl:13])[CH:10]=[CH:9][C:5]=1[C:6]#[N:2] |f:0.1|. Reported procedure: The reaction was performed as in Example 1. The following reactants were charged to the reactor: 2,4-DCBTC (132.8 g, 0.5 mol), ammonium chloride (28.1 g, 1.05 eq), and 2,4-dichlorobenzoyl chloride (13.3 g). The mixture was heated at 230° C. for 14 h. Distillation of the reaction mixture gave pure 2,4-dichlorobenzonitrile (2,4-DCBN) (76.4 g, 89% yield, melting point: 59°-60° C.). Starting materials: CO[C@H]1C[C@H](NC1)C(=O)O (cis-4-Methoxy-L-proline), CO[C@H]1C[C@H](NC1)C(=O)O (cis-4-methoxy-L-proline), C(C)(=O)SCCCCl (3-acetylthiopropyl chloride), C([O-])([O-])=O.[Na+].[Na+] (sodium carbonate). The product is C(C)(=O)SCCC(=O)N1[C@H](C(=O)O)C[C@@H](C1)OC (1-(3-acetylthio-1-oxopropyl)-cis-4-methoxy-L-proline). As a reaction SMILES: [CH3:1][O:2][C@@H:3]1[CH2:7][NH:6][C@H:5]([C:8]([OH:10])=[O:9])[CH2:4]1.[C:11]([S:14][CH2:15][CH2:16][CH2:17]Cl)(=[O:13])[CH3:12].C(=O)([O-])[O-:20].[Na+].[Na+]>>[C:11]([S:14][CH2:15][CH2:16][C:17]([N:6]1[CH2:7][C@@H:3]([O:2][CH3:1])[CH2:4][C@H:5]1[C:8]([OH:10])=[O:9])=[O:20])(=[O:13])[CH3:12] |f:2.3.4|. Procedure: Following the procedure of Example 1 (d), cis-4-methoxy-L-proline is treated with a solution of 3-acetylthiopropyl chloride in the presence of sodium carbonate to yield 1-(3-acetylthio-1-oxopropyl)-cis-4-methoxy-L-proline.